From a dataset of the Open Reaction Database (ORD), a public repository of structured organic reaction records. describe an organic reaction: reactants, conditions, products, and yield Starting materials: [BH4-], O=C([O-])O, CCOCC, [Cl-], [Cl-], Cl, [Na+], [Na+], O=C(OCc1ccccc1)C(Cc1cccc(OC(F)(F)C(F)F)c1)C(=O)c1ccc(Oc2ccccn2)cc1, O, [Zn+2]. Product: O=C(OCc1ccccc1)C(Cc1cccc(OC(F)(F)C(F)F)c1)C(O)c1ccc(Oc2ccccn2)cc1. RXN SMILES: [BH4-:1].[C:44](=[O:45])([O-:46])[OH:47].[CH3:49][CH2:50][O:51][CH2:52][CH3:53].[Cl-:54].[Cl-:56].[ClH:43].[Na+:2].[Na+:48].[O:3]=[C:4]([CH:5]([C:6](=[O:7])[O:8][CH2:9][c:10]1[cH:11][cH:12][cH:13][cH:14][cH:15]1)[CH2:16][c:17]1[cH:18][c:19]([O:23][C:24]([CH:25]([F:26])[F:27])([F:28])[F:29])[cH:20][cH:21][cH:22]1)[c:30]1[cH:31][cH:32][c:33]([O:36][c:37]2[n:38][cH:39][cH:40][cH:41][cH:42]2)[cH:34][cH:35]1.[OH2:57].[Zn+2:55]>>[OH:3][CH:4]([CH:5]([C:6](=[O:7])[O:8][CH2:9][c:10]1[cH:11][cH:12][cH:13][cH:14][cH:15]1)[CH2:16][c:17]1[cH:18][c:19]([O:23][C:24]([CH:25]([F:26])[F:27])([F:28])[F:29])[cH:20][cH:21][cH:22]1)[c:30]1[cH:31][cH:32][c:33]([O:36][c:37]2[n:38][cH:39][cH:40][cH:41][cH:42]2)[cH:34][cH:35]1. The reactants are CCOC(=O)c1cc2c(C(F)(F)F)ccc(OCCn3cccc3)c2n1C, CCO, Cl, [Na+], C1CCOC1, [OH-]. Product: Cn1c(C(=O)O)cc2c(C(F)(F)F)ccc(OCCn3cccc3)c21. Reaction SMILES: [CH3:1][n:2]1[c:3]([C:23](=[O:24])[O:25][CH2:26][CH3:27])[cH:4][c:5]2[c:6]([C:19]([F:20])([F:21])[F:22])[cH:7][cH:8][c:9]([O:11][CH2:12][CH2:13][n:14]3[cH:15][cH:16][cH:17][cH:18]3)[c:10]12.[CH3:29][CH2:30][OH:31].[ClH:28].[Na+:38].[O:32]1[CH2:33][CH2:34][CH2:35][CH2:36]1.[OH-:37]>>[CH3:1][n:2]1[c:3]([C:23](=[O:24])[OH:25])[cH:4][c:5]2[c:6]([C:19]([F:20])([F:21])[F:22])[cH:7][cH:8][c:9]([O:11][CH2:12][CH2:13][n:14]3[cH:15][cH:16][cH:17][cH:18]3)[c:10]12. Starting materials: COCCOCCOCCCCCCCCO, O, Cc1ccc(S(=O)(=O)Cl)cc1, c1ccncc1. Product: COCCOCCOCCCCCCCCS(=O)(=O)c1ccc(C)cc1. RXN SMILES: [CH3:1][O:2][CH2:3][CH2:4][O:5][CH2:6][CH2:7][O:8][CH2:9][CH2:10][CH2:11][CH2:12][CH2:13][CH2:14][CH2:15][CH2:16][OH:17].[OH2:35].[S:18](=[O:19])(=[O:20])([c:21]1[cH:22][cH:23][c:24]([CH3:25])[cH:26][cH:27]1)[Cl:28].[cH:29]1[cH:30][cH:31][n:32][cH:33][cH:34]1>>[CH3:1][O:2][CH2:3][CH2:4][O:5][CH2:6][CH2:7][O:8][CH2:9][CH2:10][CH2:11][CH2:12][CH2:13][CH2:14][CH2:15][CH2:16][S:18](=[O:19])(=[O:20])[c:21]1[cH:22][cH:23][c:24]([CH3:25])[cH:26][cH:27]1. The reactants are C1(CCCCCC1)C1CCCCCC1 (bicycloheptane), C1CCOC1 (THF), CC(C)([O-])C.[K+] (potassium t-butoxide), CC1=CC=C(C=C1)S (4-methylthiophenol). The solvent is C(C)(C)(C)O (t-butanol). Yields the product CC1=CC=C(SC2C(CCCC2)O)C=C1 (2-(4-methyl thiophenoxy)-cyclohexanol), product 15. Yield: 31.0%. Reaction SMILES: [CH2:1]1[CH2:5][O:4][CH2:3][CH2:2]1.[CH3:6][C:7](C)([O-])C.[K+].[CH3:12][C:13]1[CH:18]=[CH:17][C:16]([SH:19])=[CH:15][CH:14]=1.C1(C2CCCCCC2)CCCCCC1>C(O)(C)(C)C>[CH3:12][C:13]1[CH:18]=[CH:17][C:16]([S:19][CH:1]2[CH2:2][CH2:3][CH2:7][CH2:6][CH:5]2[OH:4])=[CH:15][CH:14]=1 |f:1.2|. Procedure: A 100 ml flask was flame dried, purged with dry nitrogen and fitted with a magnetic stirrer, heating mantle and condenser. Dry THF (25 ml), t-butanol (25 ml), potassium t-butoxide (0.700 g, 2.5 equiv.) and 4-methylthiophenol (1.0515 g, 3.0 equiv.) were added and the mixture was allowed to stir until all of the added solid had dissolved. 1,(R,S),2,(S,R),4(R,S),4(R,S),5(R,S)-4,5-bis((dipropylcarbamoyl-methoxy)-4-oxa-[4.1.0]-bicycloheptane (1.030 g, 2.50 mmol) was added and the mixture was warmed a... Reactants: COC(=O)C1=C(NC(=C(C1C1=CC(=CC=C1)NC(=O)NCCCN1CCC(CC1)C1=CC(=CC=C1)OCC#C)C(=O)OC)C)C (1,4Dihydro-2,6-dimethyl-4-[3-[[[[3-[4-[3-(2-propynyloxy)phenyl]-1-piperidinyl]-propyl]amino]carbonyl]amino]phenyl]-3,5-pyridinedicarboxylic acid dimethyl ester), CCOC(=O)C (EtOAc). Reagents/catalysts: [Pd] (Pd/C). Conditions: time 3 hour. The product is CC=1NC(=C(C(C1C(=O)OC)C1=CC(=CC=C1)NC(=O)NCCCN1CCC(CC1)C1=CC(=CC=C1)OC(C)C)C(=O)OC)C (1,4-Dihydro-2,6-dimethyl-4-[3-[[[[3-[4-[3-(2-propoxy)phenyl]-1-piperidinyl]-propyl]amino]carbonyl]amino]phenyl]-3,5-pyridinedicarboxylic acid, dimethyl ester). As a reaction SMILES: [CH3:1][O:2][C:3]([C:5]1[CH:10]([C:11]2[CH:16]=[CH:15][CH:14]=[C:13]([NH:17][C:18]([NH:20][CH2:21][CH2:22][CH2:23][N:24]3[CH2:29][CH2:28][CH:27]([C:30]4[CH:35]=[CH:34][CH:33]=[C:32]([O:36][CH2:37][C:38]#C)[CH:31]=4)[CH2:26][CH2:25]3)=[O:19])[CH:12]=2)[C:9]([C:40]([O:42][CH3:43])=[O:41])=[C:8]([CH3:44])[NH:7][C:6]=1[CH3:45])=[O:4].[CH3:46]COC(C)=O>[Pd]>[CH3:45][C:6]1[NH:7][C:8]([CH3:44])=[C:9]([C:40]([O:42][CH3:43])=[O:41])[CH:10]([C:11]2[CH:16]=[CH:15][CH:14]=[C:13]([NH:17][C:18]([NH:20][CH2:21][CH2:22][CH2:23][N:24]3[CH2:29][CH2:28][CH:27]([C:30]4[CH:35]=[CH:34][CH:33]=[C:32]([O:36][CH:37]([CH3:38])[CH3:46])[CH:31]=4)[CH2:26][CH2:25]3)=[O:19])[CH:12]=2)[C:5]=1[C:3]([O:2][CH3:1])=[O:4]. Reported procedure: A suspension of the product of Example 51 (316 mg, 0.519 mmol) and 81 mg of 10% Pd/C in EtOAc (65 mL) was shaken under 50 psi of H2 on a Parr Hydrogenator for 3 h. The suspension was then filtered through Celite and the filtrate concentrated in vacuo to give 325 mg of the product as a clear oil. This residue was purified by preparative HPLC (Zorbax-RX-C8 column; 45% MeCN/55% 0.1% TFA H2O; 4.2 mL/min) and the free base subsequently converted to the HCl salt to furnish the product as a colorless f... Starting materials: CC(=O)[O-], CC(=O)CC(C)=O, CC(=O)O, CCO, Cl, Nc1ccccc1OC(F)F, O=N[O-], [Na+], [Na+], O. The product is CC(=O)C(=NNc1ccccc1OC(F)F)C(C)=O. Reaction SMILES: [CH3:17][C:18](=[O:19])[O-:20].[CH3:21][C:22](=[O:23])[CH2:24][C:25]([CH3:26])=[O:27].[CH3:28][C:29](=[O:30])[OH:31].[CH3:34][CH2:35][OH:36].[ClH:32].[F:1][CH:2]([O:3][c:4]1[c:5]([NH2:6])[cH:7][cH:8][cH:9][cH:10]1)[F:11].[N:12]([O-:13])=[O:14].[Na+:15].[Na+:16].[OH2:33]>>[F:1][CH:2]([O:3][c:4]1[c:5]([NH:6][N:12]=[C:24]([C:22]([CH3:21])=[O:23])[C:25]([CH3:26])=[O:27])[cH:7][cH:8][cH:9][cH:10]1)[F:11]. The reactants are C(#N)CC1=CN(C2=CC=CC(=C12)[N+](=O)[O-])CC(=O)OC(C)(C)C (tert-butyl [3-(cyanomethyl)-4-nitro-1H-indol-1-yl]acetate), C(C)(C)C=1NC2=CC=CC(=C2C1)[N+](=O)[O-] (2-Isopropyl-4-nitro-1H-indole). The product is C(C)(C)C=1NC2=CC=CC(=C2C1CC#N)[N+](=O)[O-] ((2-Isopropyl-4-nitro-1H-indol-3-yl)acetonitrile). RXN SMILES: [C:1]([CH2:3][C:4]1[C:12]2[C:7](=[CH:8][CH:9]=[CH:10][C:11]=2[N+:13]([O-:15])=[O:14])[N:6](CC(OC(C)(C)C)=O)[CH:5]=1)#[N:2].[CH:24](C1NC2C(C=1)=C([N+]([O-])=O)C=CC=2)([CH3:26])[CH3:25]>>[CH:24]([C:5]1[NH:6][C:7]2[C:12]([C:4]=1[CH2:3][C:1]#[N:2])=[C:11]([N+:13]([O-:15])=[O:14])[CH:10]=[CH:9][CH:8]=2)([CH3:26])[CH3:25]. Procedure details: Essentially following the procedures described for Intermediate 11, but using 2-isopropyl-4-nitro-1H-indole from Step B in place of 4-nitroindole, the title compound was prepared. MS: m/z=244 (M+1).